Task: describe an organic reaction: reactants, conditions, products, and yield. Dataset: the Open Reaction Database (ORD), a public repository of structured organic reaction records The reactants are O=c1[nH]c2cc(F)cc(Cl)c2[nH]c1=O, [K+], O=[N+]([O-])[O-], O, O=S(=O)(O)O. RXN SMILES: [Cl:1][c:2]1[c:3]2[nH:4][c:5](=[O:14])[c:6](=[O:13])[nH:7][c:8]2[cH:9][c:10]([F:12])[cH:11]1.[K+:19].[N+:15](=[O:16])([O-:17])[O-:18].[OH2:20].[S:21](=[O:22])(=[O:23])([OH:24])[OH:25]>>[Cl:1][c:2]1[c:3]2[nH:4][c:5](=[O:14])[c:6](=[O:13])[nH:7][c:8]2[cH:9][c:10]([F:12])[c:11]1[N+:15](=[O:16])[O-:17]. Yields the product O=c1[nH]c2cc(F)c([N+](=O)[O-])c(Cl)c2[nH]c1=O. Starting materials: CC12C(C(CC2C1)CC=O)(C)C ((1,2,2-trimethylbicyclo[3.1.0]hex-3-yl)ethanal), methanolic solution, C[O-].[Na+] (sodium methylate), C(CC)=O (propionaldehyde), C(C)(=O)O (acetic acid). The solvent is CO (methanol). Run at time 1.5 hour. The product is CC(C=O)=CCC1C(C2(CC2C1)C)(C)C (2-methyl-4-(1,2,2-trimethylbicyclo[3.1.0]hex-3-yl)but-2-enal). Yield: 43.1%. RXN SMILES: [CH3:1][C:2]12[CH2:7][CH:6]1[CH2:5][CH:4]([CH2:8][CH:9]=O)[C:3]2([CH3:12])[CH3:11].C[O-].[Na+].[CH:16](=[O:19])[CH2:17][CH3:18].C(O)(=O)C>CO>[CH3:18][C:17](=[CH:9][CH2:8][CH:4]1[CH2:5][CH:6]2[C:2]([CH3:1])([CH2:7]2)[C:3]1([CH3:12])[CH3:11])[CH:16]=[O:19] |f:1.2|. Procedure: 30 g (0.18 mol) of (1,2,2-trimethylbicyclo[3.1.0]hex-3-yl)ethanal was added to 5.0 ml (24 mmol) of stirred 5.4 M methanolic solution of sodium methylate diluted with 40 ml of methanol. 35 g (0.61 mol) of propionaldehyde was added at 25° C. with cooling during 10 minutes, the reaction mixture stirred at room temperature for 1.5 hours, neutralized with acetic acid and the solvent removed in vacuo. The residue was dissolved in 100 ml of ether, washed with 3×80 ml of water, dried (MgSO4) and evapora... Starting materials: COc1ccc(C2=C(OS(=O)(=O)C(F)(F)F)c3ccc(OC)cc3C3CCCCC23)cc1, C[Zn]C, CCOC(C)=O, C1CCOC1, O. The product is COc1ccc(C2=C(C)c3ccc(OC)cc3C3CCCCC23)cc1. RXN SMILES: [CH3:1][O:2][c:3]1[cH:4][c:5]2[c:14]([cH:15][cH:16]1)[C:13]([O:17][S:18]([C:19]([F:20])([F:21])[F:22])(=[O:23])=[O:24])=[C:12]([c:25]1[cH:26][cH:27][c:28]([O:31][CH3:32])[cH:29][cH:30]1)[CH:11]1[CH:6]2[CH2:7][CH2:8][CH2:9][CH2:10]1.[CH3:38][Zn:39][CH3:40].[CH3:41][CH2:42][O:43][C:44](=[O:45])[CH3:46].[O:33]1[CH2:34][CH2:37][CH2:36][CH2:35]1.[OH2:47]>>[CH3:1][O:2][c:3]1[cH:4][c:5]2[c:14]([cH:15][cH:16]1)[C:13]([CH3:34])=[C:12]([c:25]1[cH:26][cH:27][c:28]([O:31][CH3:32])[cH:29][cH:30]1)[CH:11]1[CH:6]2[CH2:7][CH2:8][CH2:9][CH2:10]1. The reactants are NC1=C(C=CC=C1)CC(N(C)C=O)C=1SC=CC1C (2-amino-N-formyl-N-methyl-α-(3-methyl-2-thienyl)benzeneethanamine), C=O (formaldehyde), C1(CCC(N1)=O)=O (succinimide). Solvent: C(C)O (ethanol). Run at temperature 98 celsius, time 24 hour. The product is O=C1N(C(CC1)=O)CNC1=C(C=CC=C1)CC(N(C)C=O)C=1SC=CC1C (2-[(2,5-dioxo-1-pyrrolidinyl)methyl]amino-N-formyl-N-methyl-α-(3-methyl-2-thienyl)benzeneethanamine). RXN SMILES: [NH2:1][C:2]1[CH:7]=[CH:6][CH:5]=[CH:4][C:3]=1[CH2:8][CH:9]([C:14]1[S:15][CH:16]=[CH:17][C:18]=1[CH3:19])[N:10]([CH:12]=[O:13])[CH3:11].[CH2:20]=O.[C:22]1(=[O:28])[NH:26][C:25](=[O:27])[CH2:24][CH2:23]1>C(O)C>[O:28]=[C:22]1[CH2:23][CH2:24][C:25](=[O:27])[N:26]1[CH2:20][NH:1][C:2]1[CH:7]=[CH:6][CH:5]=[CH:4][C:3]=1[CH2:8][CH:9]([C:14]1[S:15][CH:16]=[CH:17][C:18]=1[CH3:19])[N:10]([CH:12]=[O:13])[CH3:11]. Procedure details: A stirred solution of 8 g of 2-amino-N-formyl-N-methyl-α-(3-methyl-2-thienyl)benzeneethanamine in 30 ml of 95% ethanol was treated with 2.4 ml of a 37% formaldehyde solution and 3.6 g of succinimide. The solution was heated for 6 hours at 98° C. and then allowed to stand at ambient temperature for 24 hours. The resulting precipitate was filtered, washed (95% ethanol; 3×50 ml), and dried in vacuo (40° C.) to afford 7.62 g of 2-[(2,5-dioxo-1-pyrrolidinyl)methyl]amino-N-formyl-N-methyl-α-(3-methyl-... Reactants: Cl (HCl), N1[C@H](C(=O)O)CCC1 (L-proline), [OH-].[K+] (KOH), C(C1=CC=CC=C1)Cl (benzyl chloride). Run in C(C)(C)O (isopropanol). Yields the product C(C1=CC=CC=C1)N1[C@H](C(=O)O)CCC1 (N-benzyl proline). RXN SMILES: [NH:1]1[CH2:8][CH2:7][CH2:6][C@H:2]1[C:3]([OH:5])=[O:4].[OH-].[K+].[CH2:11](Cl)[C:12]1[CH:17]=[CH:16][CH:15]=[CH:14][CH:13]=1.Cl>C(O)(C)C>[CH2:11]([N:1]1[CH2:8][CH2:7][CH2:6][C@H:2]1[C:3]([OH:5])=[O:4])[C:12]1[CH:17]=[CH:16][CH:15]=[CH:14][CH:13]=1 |f:1.2|. Procedure details: A solution of 10 g of L-proline and KOH (10 g) in 120 mL isopropanol was stirred at 40° C., then benzyl chloride (13.5 mL) was added dropwise. The reaction mixture was stirred for 6 additional hours, then neutralized with concentrated HCl to a pH of 5-6. The reaction mixture was extracted with CH2Cl2 (3×70 mL), the combined organic layers were washed with brine, dried over anhydrous magnesium sulfate, the solids were removed by filtration and the solvents of the filtrate were removed under reduc... The reactants are C(#N)C=1C(=NC(=C(C(=O)O)C1)O)SC (5-cyano-2-hydroxy-6-(methylthio)nicotinic acid), C1CCCCC1 (cyclohexane). Solvent: C1(=CC=CC=C1)OC1=CC=CC=C1 (diphenyl ether). Yields the product OC1=NC(=C(C#N)C=C1)SC (6-hydroxy-2-(methylthio)nicotinonitrile). Yield: 60.6%. RXN SMILES: [C:1]([C:3]1[C:4]([S:13][CH3:14])=[N:5][C:6]([OH:12])=[C:7]([CH:11]=1)C(O)=O)#[N:2].C1CCCCC1>C1(OC2C=CC=CC=2)C=CC=CC=1>[OH:12][C:6]1[CH:7]=[CH:11][C:3]([C:1]#[N:2])=[C:4]([S:13][CH3:14])[N:5]=1. Procedure details: A solution of 6 g (28.5 mmol) of 5-cyano-2-hydroxy-6-(methylthio)nicotinic acid in 35 ml of diphenyl ether is stirred at 250° C. for 4 hours. After returning to room temperature, 100 ml of cyclohexane is added and the reaction medium is triturated for 30 minutes. The solid formed is filtered, rinsed thoroughly with cyclohexane and then dried under vacuum to yield 2.87 g (60%) of 6-hydroxy-2-(methylthio)nicotinonitrile in the form of a brown powder.